From a dataset of the Open Reaction Database (ORD), a public repository of structured organic reaction records. describe an organic reaction: reactants, conditions, products, and yield Starting materials: [H-].[H-].[H-].[H-].[Li+].[Al+3] (LAH), S1C(=CC=C1)C1=NNC(N1CC(=O)O)=S ((3-thiophen-2-yl-5-thioxo-1,5-dihydro-[1,2,4]triazol-4-yl)-acetic acid). The solvent is C1CCOC1 (THF), C1CCOC1 (THF). The product is OCCN1C(NN=C1C=1SC=CC1)=S (4-(2-Hydroxy-ethyl)-5-thiophen-2-yl-2,4-dihydro-[1,2,4]triazole-3-thione). Reaction SMILES: [H-].[H-].[H-].[H-].[Li+].[Al+3].[S:7]1[CH:11]=[CH:10][CH:9]=[C:8]1[C:12]1[N:16]([CH2:17][C:18](O)=[O:19])[C:15](=[S:21])[NH:14][N:13]=1>C1COCC1>[OH:19][CH2:18][CH2:17][N:16]1[C:12]([C:8]2[S:7][CH:11]=[CH:10][CH:9]=2)=[N:13][NH:14][C:15]1=[S:21] |f:0.1.2.3.4.5|. Reported procedure: To a slurry of LAH (38.1 mg, 1.00 mmol) in anhydrous THF (8 ml) was drop wise added (3-thiophen-2-yl-5-thioxo-1,5-dihydro-[1,2,4]triazol-4-yl)-acetic acid (101 mg, 0.42 mmol) in anhydrous THF (4 ml). The mixture was reacted for 2 h and then quenched with saturated aq. Na2SO4 (10 ml). THF was removed under reduced pressure and the residue was made acidic with aq. HCl (3N) and partitioned between EtOAc and water. The aqueous layer was extracted with EtOAc (3×20 ml). The combined organic layers wer... The reactants are C(C)(C)(C)OC(=O)N1C=C(C2=CC=CC=C12)C(C)NC1=NC=CC(=N1)N1C=NC2=C1C=CC=C2 (2-[1-(1-N-tert-butoxycarbonyl-indol-3-yl)ethylamino]-4-[benzimidazol-1-yl]pyrimidine), C(=O)(C(F)(F)F)O (TFA). Solvent: C(Cl)Cl (methylene chloride). Reaction conditions: temperature 0 celsius, time 30 minute. Yields the product N1C=C(C2=CC=CC=C12)C(C)NC1=NC=CC(=N1)N1C=NC2=C1C=CC=C2 (2-[1-(Indol -3-yl )ethylamino]-4-[benzimidazol-1-yl]pyrimidine). Isolated yield 30.8%. Reaction SMILES: C(OC([N:8]1[C:16]2[C:11](=[CH:12][CH:13]=[CH:14][CH:15]=2)[C:10]([CH:17]([NH:19][C:20]2[N:25]=[C:24]([N:26]3[C:30]4[CH:31]=[CH:32][CH:33]=[CH:34][C:29]=4[N:28]=[CH:27]3)[CH:23]=[CH:22][N:21]=2)[CH3:18])=[CH:9]1)=O)(C)(C)C.C(O)(C(F)(F)F)=O>C(Cl)Cl>[NH:8]1[C:16]2[C:11](=[CH:12][CH:13]=[CH:14][CH:15]=2)[C:10]([CH:17]([NH:19][C:20]2[N:25]=[C:24]([N:26]3[C:30]4[CH:31]=[CH:32][CH:33]=[CH:34][C:29]=4[N:28]=[CH:27]3)[CH:23]=[CH:22][N:21]=2)[CH3:18])=[CH:9]1. Reported procedure: To a solution of 2-[1-(1-N-tert-butoxycarbonyl-indol-3-yl)ethylamino]-4-[benzimidazol-1-yl]pyrimidine (25 mg, 0.055 mmol) in methylene chloride (0.25 ml) was added TFA (0.25 ml). The reaction mixture was stirred at 0° C. for an hour and room temperature for 30 min. The solvents were concentrated in vacuo. The crude product was purified by preparative thin layer chromatography eluting with 5% 2M NH3 in MeOH/CH2Cl2 to give 6 mg of the title compound. Mass spectrum (ESI) 355.3 (M+1). The reactants are OC1(CCN(CC1)C1=CC=C(C=N1)NC(=O)C1=C(N=C(O1)N1CCCCC1)C(F)(F)F)C1=CC=CC=C1 (N-[6-(4-hydroxy-4-phenylpiperidin-1-yl)pyridin-3-yl]-2-(piperidin-1-yl)-4-(trifluoromethyl)oxazole-5-carboxamide), NC=1C=C2C=CNC2=CC1 (5-aminoindole). The product is N1C=CC2=CC(=CC=C12)NC(=O)C1=C(N=C(O1)N1CC(CCC1)C)C(F)(F)F (N-(1H-indol-5-yl)-2-(3-methyl-1-piperidinyl)-4-(trifluoromethyl)-5-oxazolecarboxamide). As a reaction SMILES: O[C:2]1([C:32]2C=CC=CC=2)[CH2:7][CH2:6][N:5]([C:8]2N=C[C:11]([NH:14][C:15]([C:17]3[O:21][C:20]([N:22]4[CH2:27][CH2:26][CH2:25][CH2:24][CH2:23]4)=[N:19][C:18]=3[C:28]([F:31])([F:30])[F:29])=[O:16])=[CH:10][CH:9]=2)CC1.N[C:39]1C=C2C(=CC=1)NC=C2>>[NH:5]1[C:8]2[C:2](=[CH:32][C:11]([NH:14][C:15]([C:17]3[O:21][C:20]([N:22]4[CH2:27][CH2:26][CH2:25][CH:24]([CH3:39])[CH2:23]4)=[N:19][C:18]=3[C:28]([F:31])([F:29])[F:30])=[O:16])=[CH:10][CH:9]=2)[CH:7]=[CH:6]1. Procedure details: Compound 44 was prepared by the general procedure for compound 1, by using intermediates A-10 and 5-aminoindole as starting materials. 1H NMR (500 MHz, DMSO-d6) δ 11.10 (br s, 1H), 10.01 (s, 1H), 7.36 (m, 2H), 7.30 (br d, 1H, J=6.8 Hz), 6.41 (s, 1H), 4.12 (m, 2H), 3.29 (br s, 1H), 3.05 (t, 1H, J=12.3 Hz), 2.74 (t, 1H, J=12.2 Hz), 1.70 (m, 3H), 1.53 (m, 1H), 1.15 (m, 1H), 0.94 (d, 3H, J=6.0 Hz). MS (M+1): 393. Reactants: BrC1=CC=C(C=C1)C(CCC(=O)C1=CC=C(C=C1)[N+](=O)[O-])=O (1-(4-bromophenyl)-4-(4-nitrophenyl)butane-1,4-dione), [BH4-].[Na+] (sodium borohydride). Solvent: C(C)O (ethanol). Conditions: time 1 hour. Yields the product BrC1=CC=C(C=C1)C(CCC(O)C1=CC=C(C=C1)[N+](=O)[O-])O (1-(4-bromophenyl)-4-(4-nitrophenyl)butane-1,4-diol). Reaction SMILES: [Br:1][C:2]1[CH:7]=[CH:6][C:5]([C:8](=[O:22])[CH2:9][CH2:10][C:11]([C:13]2[CH:18]=[CH:17][C:16]([N+:19]([O-:21])=[O:20])=[CH:15][CH:14]=2)=[O:12])=[CH:4][CH:3]=1.[BH4-].[Na+]>C(O)C>[Br:1][C:2]1[CH:3]=[CH:4][C:5]([CH:8]([OH:22])[CH2:9][CH2:10][CH:11]([C:13]2[CH:18]=[CH:17][C:16]([N+:19]([O-:21])=[O:20])=[CH:15][CH:14]=2)[OH:12])=[CH:6][CH:7]=1 |f:1.2|. Procedure: Dissolved the product from Example 39A (3.64 g, 10.05 mmol) in ethanol (67 mL) and added sodium borohydride (0.837 g, 22.11 mmol) portionwise. After stirring for 1 h at room temperature, the mixture was filtered through celite and washed with methanol and ethyl acetate and the filtrate concentrated to a solid. The solid was dissolved in ethyl acetate (200 mL) and extracted with 1N aq. HCl (200 mL), then brine and the organic layer dried and concentrated to a colorless oil (3.68 g, 100%) that was... Reactants: [OH-].[Na+] (sodium hydroxide), COC=1C=C(C=CC1)C1CN(C2(C(N1)=O)COCCOC2)C(=O)[O-] (3-(3-methoxyphenyl)-5-oxo-8,11-dioxa-1,4-diazaspiro[5.6]dodecane-1-carboxylate). Run in CO (MeOH). Yields the product C(C)(C)(C)OC(=O)N1CC(N(C(C12COCCOC2)=O)CC(=O)O)C2=CC(=CC=C2)OC (2-(1-(tert-butoxycarbonyl)-3-(3-methoxyphenyl)-5-oxo-8,11-dioxa-1,4-diazaspiro[5.6]-dodecan-4-yl)ethanoic acid). RXN SMILES: [OH-:1].[Na+].[CH3:3][O:4][C:5]1[CH:6]=[C:7]([CH:11]2[NH:16][C:15](=[O:17])[C:14]3([CH2:23][O:22][CH2:21][CH2:20][O:19][CH2:18]3)[N:13]([C:24]([O-:26])=[O:25])[CH2:12]2)[CH:8]=[CH:9][CH:10]=1>CO>[C:7]([O:25][C:24]([N:13]1[C:14]2([CH2:18][O:19][CH2:20][CH2:21][O:22][CH2:23]2)[C:15](=[O:17])[N:16]([CH2:10][C:5]([OH:4])=[O:1])[CH:11]([C:7]2[CH:8]=[CH:9][CH:10]=[C:5]([O:4][CH3:3])[CH:6]=2)[CH2:12]1)=[O:26])([CH3:11])([CH3:8])[CH3:6] |f:0.1|. Procedure details: 2.5 ml (2.5 mmol) of a 1N aqueous sodium hydroxide solution were added to 0.38 g (0.82 mmol) tert-butyl (3-(3-methoxyphenyl)-5-oxo-8,11-dioxa-1,4-diazaspiro[5.6]dodecane-1-carboxylate in 5 ml MeOH. After 1 h MeOH was distilled off and the aqueous solution was acidified with 1N hydrochloric acid. The aqueous phase was extracted with ethyl acetate. The ethyl acetate phase was dried and evaporated down. The reactants are Cl (chlorhydric acid), FC1=CC=C(C=C1)Br (4-fluoro-1-bromobenzene), [Mg] (magnesium), FC(C(=O)O)(F)F (trifluoro acetic acid). Run in CCOCC (ether), CCOCC (ether). Run at time 15 minute. Yields the product C1=CC(=CC=C1C(=O)C(F)(F)F)F (4-fluoro-α,α,α-trifluoroacetophenone). As a reaction SMILES: [F:1][C:2]1[CH:7]=[CH:6][C:5](Br)=[CH:4][CH:3]=1.[Mg].[F:10][C:11]([F:16])([F:15])[C:12](O)=[O:13].Cl>CCOCC>[CH:4]1[C:5]([C:12]([C:11]([F:16])([F:15])[F:10])=[O:13])=[CH:6][CH:7]=[C:2]([F:1])[CH:3]=1. Procedure: In a three-neck flask, 52.5 g of 4-fluoro-1-bromobenzene are charged with 60 ml ether, then 7.3 g magnesium turnings. The walls of the flask are rinsed with a few ml ether. Small crystals of iodine are added thereto and the mixture is heated to reflux until all the magnesium has reacted with the same. The mixture is left to revert to room temperature, then a solution of 11.4 g trifluoro acetic acid in 15 ml ether is very slowly added in about 20 minutes. The inner temperature is kept at about 20...